This data is from the Open Reaction Database (ORD), a public repository of structured organic reaction records. The task is: describe an organic reaction: reactants, conditions, products, and yield Starting materials: C(C)(C)NCCC(C)C1=C(C=CC=C1)C1=CC=CC=C1 (1-isopropylamino-3-p-biphenylylbutane), C=O (formaldehyde). Solvent: C(=O)O (formic acid). Reaction conditions: time 12 hour. Product: CN(C(C)C)CCC(C)C1=C(C=CC=C1)C1=CC=CC=C1 (1-(N-Methyl-N-isopropylamino)3-p-biphenylyl-butane). RXN SMILES: [CH:1]([NH:4][CH2:5][CH2:6][CH:7]([C:9]1[CH:14]=[CH:13][CH:12]=[CH:11][C:10]=1[C:15]1[CH:20]=[CH:19][CH:18]=[CH:17][CH:16]=1)[CH3:8])([CH3:3])[CH3:2].[CH2:21]=O>C(O)=O>[CH3:21][N:4]([CH2:5][CH2:6][CH:7]([C:9]1[CH:14]=[CH:13][CH:12]=[CH:11][C:10]=1[C:15]1[CH:20]=[CH:19][CH:18]=[CH:17][CH:16]=1)[CH3:8])[CH:1]([CH3:2])[CH3:3]. Reported procedure: A mixture of 2.67 g of 1-isopropylamino-3-p-biphenylylbutane, 12 ml of formic acid and 2 g of 40% formaldehyde solution is heated at 60° for 3 hours and then at 100° for 12 hours and is then evaporated. 1-(N-Methyl-N-isopropylamino)3-p-biphenylyl-butane is obtained after working up in the customary manner.